This data is from the Open Reaction Database (ORD), a public repository of structured organic reaction records. The task is: describe an organic reaction: reactants, conditions, products, and yield Reactants: C(C)OC(CC1=C(N=C(NC1=O)N)N)OCC (2-(2,4-diamino-1,6-dihydro-6-oxo-5-pyrimidinyl)acetaldehyde diethyl acetal). Solvent: C(C)(=O)OC(C)=O (acetic anhydride). Reaction conditions: time 5 day. Product: C(C)OC(CC1=C(N=C(NC1=O)NC(C)=O)N(C(C)=O)C(C)=O)OCC (2-(2-acetylamino-4-diacetylamino-1,6-dihydro-6-oxo-5-pyrimidinyl)acetaldehyde diethyl acetal). Isolated yield 60.6%. Reaction SMILES: [CH2:1]([O:3][CH:4]([O:15][CH2:16][CH3:17])[CH2:5][C:6]1[C:11](=[O:12])[NH:10][C:9]([NH2:13])=[N:8][C:7]=1[NH2:14])[CH3:2]>C(OC(=O)C)(=O)C>[CH2:1]([O:3][CH:4]([O:15][CH2:16][CH3:17])[CH2:5][C:6]1[C:11](=[O:12])[NH:10][C:9]([NH:13][C:1](=[O:3])[CH3:2])=[N:8][C:7]=1[N:14]([C:4](=[O:15])[CH3:5])[C:11](=[O:12])[CH3:6])[CH3:2]. Procedure: Freshly distilled acetic anhydride (250 ml) was added to a solution of 2-(2,4-diamino-1,6-dihydro-6-oxo-5-pyrimidinyl)acetaldehyde diethyl acetal (Chem. Ber., 1977, 110, 1462) (50.0 g, 0.206 mol). The solution was protected from moisture and heated on a steam bath with magnetic stirring for 5 days. The reaction was spin evaporated in vacuo with the addition of ethylene glycol monomethyl either under aspirator and finally mechanical pump vacuum. The residue was recrystallized from ether to yield ... The reactants are C(C)(=O)O[BH-](OC(C)=O)OC(C)=O.[Na+] (sodium triacetoxyborohydride), C(C(C)C)C1=NN(C(=C1CC=O)C)C1=NC=CC=C1 ((3-isobutyl-5-methyl-1-pyridin-2-yl-1H-pyrazol-4-yl)-acetaldehyde), FC1=CC=C(C=C1)C=1C(=NC=CN1)N1CCNCC1 (3′-(4-fluorophenyl)-3,4,5,6-tetrahydro-2H-[1,2′]bipyrazinyl), C(Cl)Cl (DCM), C(C)(=O)O (acetic acid). Reaction conditions: time 20 hour. Yields the product Cl.FC1=CC=C(C=C1)C=1C(=NC=CN1)N1CCN(CC1)CCC=1C(=NN(C1C)C1=NC=CC=C1)CC(C)C (3′-(4-Fluorophenyl)-4-[2-(3-isobutyl-5-methyl-1-pyridin-2-yl-1H-pyrazol-4-yl)-ethyl]-3,4,5,6-tetrahydro-2H-[1,2′]bipyrazine hydrochloride). The yield is 50.0%. RXN SMILES: [CH2:1]([C:5]1[C:9]([CH2:10][CH:11]=O)=[C:8]([CH3:13])[N:7]([C:14]2[CH:19]=[CH:18][CH:17]=[CH:16][N:15]=2)[N:6]=1)[CH:2]([CH3:4])[CH3:3].[F:20][C:21]1[CH:26]=[CH:25][C:24]([C:27]2[C:28]([N:33]3[CH2:38][CH2:37][NH:36][CH2:35][CH2:34]3)=[N:29][CH:30]=[CH:31][N:32]=2)=[CH:23][CH:22]=1.C(O)(=O)C.C(O[BH-](OC(=O)C)OC(=O)C)(=O)C.[Na+].C(Cl)[Cl:58]>>[ClH:58].[F:20][C:21]1[CH:26]=[CH:25][C:24]([C:27]2[C:28]([N:33]3[CH2:34][CH2:35][N:36]([CH2:11][CH2:10][C:9]4[C:5]([CH2:1][CH:2]([CH3:4])[CH3:3])=[N:6][N:7]([C:14]5[CH:19]=[CH:18][CH:17]=[CH:16][N:15]=5)[C:8]=4[CH3:13])[CH2:37][CH2:38]3)=[N:29][CH:30]=[CH:31][N:32]=2)=[CH:23][CH:22]=1 |f:3.4,6.7|. Reported procedure: Combine (3-isobutyl-5-methyl-1-pyridin-2-yl-1H-pyrazol-4-yl)-acetaldehyde (0.21 g, 0.82 mmol), 3′-(4-fluorophenyl)-3,4,5,6-tetrahydro-2H-[1,2′]bipyrazinyl (0.21 g, 0.82 mmol) in DCM (10 mL) and stir at room temperature for 15 min. Add glacial acetic acid (0.07 mL, 1.23 mmol) then sodium triacetoxyborohydride (0.26 g, 1.23 mmol). Stir at room temperature for 20 hr. Concentrate, then purify using SCX chromatography and further purify using silica gel chromatography, eluting with 5% 7 M ammonia in ... Yields the product ClC=1C(=C(C(=CC1)OC)C(C=C)=O)F (1-(3-Chloro-2-fluoro-6-methoxyphenyl)prop-2-en-1-one). Reported procedure: 1-(3-Chloro-2-fluoro-6-methoxyphenyl)prop-2-en-1-one was prepared using a procedure analogous to intermediate 1 except that 3-chloro-2,6-difluorobenzaldehyde was replaced with 3-chloro-2-fluoro-6-methoxybenzaldehyde. 1H NMR (400 MHz, CHLOROFORM-d) δ 7.43-7.36 (m, 1H), 6.75-6.56 (m, 2H), 6.13-6.03 (m, 2H), 3.80 (s, 3H). Starting materials: intermediate 1, ClC=1C(=C(C=O)C(=CC1)F)F (3-chloro-2,6-difluorobenzaldehyde), ClC=1C(=C(C=O)C(=CC1)OC)F (3-chloro-2-fluoro-6-methoxybenzaldehyde). As a reaction SMILES: Cl[C:2]1C(F)=C(C(F)=C[CH:9]=1)C=O.[Cl:12][C:13]1[C:14]([F:23])=[C:15]([C:18]([O:21][CH3:22])=[CH:19][CH:20]=1)[CH:16]=[O:17]>>[Cl:12][C:13]1[C:14]([F:23])=[C:15]([C:16](=[O:17])[CH:2]=[CH2:9])[C:18]([O:21][CH3:22])=[CH:19][CH:20]=1. Reactants: Cc1cc(NS(=O)(=O)c2cncc(-c3ccc(F)cc3)c2)ccc1CN1CCN(C(=O)OC(C)(C)C)C(C)C1, CC1CN(Cc2ccc(N(C)S(=O)(=O)c3ccc(-c4ccc(F)cc4)nc3)cc2)CCN1. Product: Cc1cc(NS(=O)(=O)c2cncc(-c3ccc(F)cc3)c2)ccc1CN1CCNC(C)C1. RXN SMILES: [F:1][c:2]1[cH:3][cH:4][c:5](-[c:8]2[cH:9][c:10]([S:14](=[O:15])(=[O:16])[NH:17][c:18]3[cH:19][c:20]([CH3:39])[c:21]([CH2:24][N:25]4[CH2:26][CH:27]([CH3:38])[N:28]([C:31]([O:32][C:33]([CH3:34])([CH3:35])[CH3:36])=[O:37])[CH2:29][CH2:30]4)[cH:22][cH:23]3)[cH:11][n:12][cH:13]2)[cH:6][cH:7]1.[F:40][c:41]1[cH:42][cH:43][c:44](-[c:45]2[n:46][cH:47][c:48]([S:49]([N:50]([CH3:51])[c:52]3[cH:53][cH:54][c:55]([CH2:56][N:57]4[CH2:58][CH2:59][NH:60][CH:61]([CH3:62])[CH2:63]4)[cH:64][cH:65]3)(=[O:66])=[O:67])[cH:68][cH:69]2)[cH:70][cH:71]1>>[F:1][c:2]1[cH:3][cH:4][c:5](-[c:8]2[cH:9][c:10]([S:14](=[O:15])(=[O:16])[NH:17][c:18]3[cH:19][c:20]([CH3:39])[c:21]([CH2:24][N:25]4[CH2:26][CH:27]([CH3:38])[NH:28][CH2:29][CH2:30]4)[cH:22][cH:23]3)[cH:11][n:12][cH:13]2)[cH:6][cH:7]1. Starting materials: ice, C(C=C)C1=C(C=CC(=C1)F)O (2-allyl-4-fluorophenol), C(Cl)(Cl)Cl (CHCl3), ClC=1C=C(C(=O)OO)C=CC1 (3-chloroperoxybenzoic acid), C(Cl)(Cl)Cl (CHCl3). Conditions: temperature 0 celsius, time 2 hour. Product: ClCC1=CC(=CC=2CC(OC21)COC)F (7-(Chloromethyl)-5-fluoro-2-(methoxymethyl)-2,3-dihydrobenzofuran), FC=1C=CC2=C(CC(O2)CO)C1 ((5-fluoro-2,3-dihydrobenzofuran-2-yl)methanol). The yield is 57.7%. As a reaction SMILES: [CH2:1]([C:4]1[CH:9]=[C:8]([F:10])[CH:7]=[CH:6][C:5]=1[OH:11])[CH:2]=[CH2:3].ClC1C=C(C=CC=1)[C:16](OO)=[O:17].[CH:23]([Cl:26])(Cl)Cl>>[Cl:26][CH2:23][C:6]1[C:5]2[O:11][CH:2]([CH2:3][O:17][CH3:16])[CH2:1][C:4]=2[CH:9]=[C:8]([F:10])[CH:7]=1.[F:10][C:8]1[CH:7]=[CH:6][C:5]2[O:11][CH:2]([CH2:3][OH:17])[CH2:1][C:4]=2[CH:9]=1. Procedure: To an ice cold solution of 2-allyl-4-fluorophenol (853) (6.0 g, 36.2 mmol) in CHCl3 (180.0 mL) was added slowly the suspension of 77% 3-chloroperoxybenzoic acid (8.1 g, 36.2 mmol) in CHCl3 (36.2 mL). The resulting mixture was stirred at 0° C. for 2 hours, then washed with NaHCO3 (100 mL), water (2×100 mL), brine (100 mL) and dried over sodium sulfate, filtered and concentrated in vacuo. The residue was purified by flash chromatography on silica gel (30-40% EtOAc in hexanes) to provide the desire... Reactants: FC1=CC=C(CNC=2C=CC(=NC2)C=O)C=C1 (5-(p-fluorobenzylamino)-pyridine-2-carboxaldehyde), [OH-].[Na+] (sodium hydroxide), aldehyde. The reagents and catalysts are [N+](=O)([O-])[O-].[Ag+] (silver nitrate). Run in O (water), O (water). Product: FC1=CC=C(CNC=2C=CC(=NC2)C(=O)O)C=C1 (5-(p-fluorobenzylamino)-pyridine-2-carboxylic acid). As a reaction SMILES: [F:1][C:2]1[CH:17]=[CH:16][C:5]([CH2:6][NH:7][C:8]2[CH:9]=[CH:10][C:11]([CH:14]=[O:15])=[N:12][CH:13]=2)=[CH:4][CH:3]=1.[OH-:18].[Na+]>O.[N+]([O-])([O-])=O.[Ag+]>[F:1][C:2]1[CH:17]=[CH:16][C:5]([CH2:6][NH:7][C:8]2[CH:9]=[CH:10][C:11]([C:14]([OH:18])=[O:15])=[N:12][CH:13]=2)=[CH:4][CH:3]=1 |f:1.2,4.5|. Procedure details: 4.62 g of 5-(p-fluorobenzylamino)-pyridine-2-carboxaldehyde are added in small portions to the cold stirring mixture consisting of 70.4 g of silver nitrate in 150 ml of water and 33.1 g of sodium hydroxide in 150 ml of water. The mixture is stirred 10 minutes after the last of the aldehyde is added and filtered. The filtrate is cooled, acidified with 12 N hydrochloric acid to a pH=4, filtered and the residue washed with water to yield the 5-(p-fluorobenzylamino)-pyridine-2-carboxylic acid meltin... Starting materials: O=C(Cl)c1ccccc1, ClCCl, [Cl-], Cl, COC(=O)c1c[nH]cc1-c1ccccc1. Yields the product COC(=O)c1c[nH]c(C(=O)c2ccccc2)c1-c1ccccc1. Reaction SMILES: [C:16]([c:17]1[cH:18][cH:19][cH:20][cH:21][cH:22]1)(=[O:23])[Cl:24].[CH2:27]([Cl:28])[Cl:29].[Cl-:25].[ClH:26].[c:1]1(-[c:7]2[c:8]([C:12](=[O:13])[O:14][CH3:15])[cH:9][nH:10][cH:11]2)[cH:2][cH:3][cH:4][cH:5][cH:6]1>>[c:1]1(-[c:7]2[c:8]([C:12](=[O:13])[O:14][CH3:15])[cH:9][nH:10][c:11]2[C:16]([c:17]2[cH:18][cH:19][cH:20][cH:21][cH:22]2)=[O:23])[cH:2][cH:3][cH:4][cH:5][cH:6]1. Reaction SMILES: [Br:1][C:2]1[CH:10]=[C:9]([CH3:11])[CH:8]=[CH:7][C:3]=1[C:4]([OH:6])=[O:5].[OH-:12].[Na+].Cl.[Si](C=[N+]=[N-])(C)(C)C.CCCCCC.[CH3:28]O>C1COCC1>[CH3:28][O:5][C:4](=[O:6])[C:3]1[CH:7]=[CH:8][C:9]([CH2:11][OH:12])=[CH:10][C:2]=1[Br:1] |f:1.2|. The product is COC(C1=C(C=C(C=C1)CO)Br)=O (2-Bromo-4-hydroxymethyl-benzoic Acid Methyl Ester). Isolated yield 29.0%. The solvent is C1CCOC1 (THF). Procedure details: The mixture of 2-bromo-4-methyl-benzoic acid (9.5 g, 32.3 mmol), THF (30.0 mL), and 5.0 M NaOH (26 mL, 129 mmol) is stirred at room temperature overnight. The mixture is acidified with 5.0 M HCl and is extracted with EtOAc (80 mL). The organic phase is washed with brine (60 mL) and is dried (Na2SO4). After filtration, the filtrate is concentrated under reduced pressure to a residue. The residue is dissolved in CH2Cl2 (50 mL) and MeOH (50 mL) and is treated with 2.0 M TMSCHN2 in hexane (30 mL, 60... Starting materials: [Si](C)(C)(C)C=[N+]=[N-] (TMSCHN2), CCCCCC (hexane), CO (MeOH), BrC1=C(C(=O)O)C=CC(=C1)C (2-bromo-4-methyl-benzoic acid), [OH-].[Na+] (NaOH), Cl (HCl). Run at time 8 hour.